Dataset: the Open Reaction Database (ORD), a public repository of structured organic reaction records. Task: describe an organic reaction: reactants, conditions, products, and yield As a reaction SMILES: [O:1]1[C:5]2[CH:6]=[CH:7][CH:8]=[CH:9][C:4]=2[CH:3]=[C:2]1[C:10]([CH3:12])=O.Cl.[NH2:14][OH:15].C(=O)([O-])O.[Na+].O>CO>[O:1]1[C:5]2[CH:6]=[CH:7][CH:8]=[CH:9][C:4]=2[CH:3]=[C:2]1[C:10](=[N:14][OH:15])[CH3:12] |f:1.2,3.4|. Procedure: Twenty six grams (g) (162 millimoles (mmol)) of commercially available 2-benzofuranylmethylketone was dissolved in 300 milliliters (ml) of methanol, and 16.9 g (243 mmol) of hydroxylamine hydrochloride and 20.4 g (243 mmol) of sodium hydrogencarbonate were added thereto. The resulting mixture was stirred at room temperature for 8 hours. Then, φml of water was added and the methanol was distilled away under reduced pressure. Precipitated crystals were filtered off and washed with water to yield 2... Run in CO (methanol). Run at time 8 hour. Reactants: O (water), ( g ), O1C(=CC2=C1C=CC=C2)C(=O)C (2-benzofuranylmethylketone), Cl.NO (hydroxylamine hydrochloride), C(O)([O-])=O.[Na+] (sodium hydrogencarbonate). Product: O1C(=CC2=C1C=CC=C2)C(C)=NO (2-benzofuranylmethylketone oxime). Reactants: O=C(O)C=CC(=O)O, O=C([O-])C=CC(=O)[O-], CO, CCCNCCN1C(=O)C(OC(C)=O)C(c2ccc(OC)cc2)Sc2cc(Cl)ccc21, [Na+], [OH-], O. The product is O=C(O)C=CC(=O)O, CCCNCCN1C(=O)C(O)C(c2ccc(OC)cc2)Sc2cc(Cl)ccc21. Reaction SMILES: [C:1]([CH:2]=[CH:3][C:4](=[O:5])[OH:6])(=[O:7])[OH:8].[C:44]([O-:45])(=[O:46])[CH:47]=[CH:48][C:49]([O-:50])=[O:51].[CH3:42][OH:43].[CH3:9][O:10][c:11]1[cH:12][cH:13][c:14]([CH:17]2[S:18][c:19]3[c:20]([cH:35][cH:36][c:37]([Cl:39])[cH:38]3)[N:21]([CH2:29][CH2:30][NH:31][CH2:32][CH2:33][CH3:34])[C:22](=[O:28])[CH:23]2[O:24][C:25](=[O:26])[CH3:27])[cH:15][cH:16]1.[Na+:41].[OH-:40].[OH2:52]>>[C:1]([CH:2]=[CH:3][C:4](=[O:5])[OH:6])(=[O:7])[OH:8].[CH3:9][O:10][c:11]1[cH:12][cH:13][c:14]([CH:17]2[S:18][c:19]3[c:20]([cH:35][cH:36][c:37]([Cl:39])[cH:38]3)[N:21]([CH2:29][CH2:30][NH:31][CH2:32][CH2:33][CH3:34])[C:22](=[O:28])[CH:23]2[OH:24])[cH:15][cH:16]1. Starting materials: [I-].C[S+](C)C (trimethyl-sulphonium iodide), C=1N=CN2C1C(CCC2)=O (6,7-dihydro-5H-imidazo[1,5-a]pyridin-8-one), [H-].[Na+] (Sodium hydride), CS(=O)C (dimethyl sulphoxide). The solvent is CN(C=O)C (N,N-dimethylformamide), CN(C=O)C (N,N-dimethylformamide), [Cl-].[Na+].O (brine), CCCCC (pentane), O1CCCC1 (tetrahydrofuran). Conditions: temperature 60 celsius, time 10 minute. Product: O1C2(C1)C=1N(CCC2)C=NC1 (6,7-Dihydro-5H-spiro[imidazo[1,5-a]pyridine-8,2′-oxirane]). Reaction SMILES: [H-].[Na+].CS(C)=O.[I-].[CH3:8][S+](C)C.[CH:12]1[N:13]=[CH:14][N:15]2[CH2:20][CH2:19][CH2:18][C:17](=[O:21])[C:16]=12>CCCCC.O1CCCC1.CN(C)C=O.[Cl-].[Na+].O>[O:21]1[CH2:8][C:17]21[CH2:18][CH2:19][CH2:20][N:15]1[CH:14]=[N:13][CH:12]=[C:16]21 |f:0.1,3.4,9.10.11|. Procedure details: Sodium hydride (22 mmol) washed with pentane is admixed under argon with 20 ml of dimethyl sulphoxide. The mixture is heated at 60° C. for an hour and then diluted with 5 ml of tetrahydrofuran. The mixture is cooled to 0° C. and a solution of 21 mmol of trimethyl-sulphonium iodide in 5 ml of N,N-dimethylformamide is added at 0° C., after which the mixture is stirred for 10 minutes. A solution of 20 mmol of 6,7-dihydro-5H-imidazo[1,5-a]pyridin-8-one [426219-51-4] in 5 ml of N,N-dimethylformamide ...